Task: describe an organic reaction: reactants, conditions, products, and yield. Dataset: the Open Reaction Database (ORD), a public repository of structured organic reaction records Reactants: IC1CCCC1, O=[N+]([O-])c1ncc(Cl)cc1O, [H-], [Na+], CN(C)C=O, O. Yields the product O=[N+]([O-])c1ncc(Cl)cc1OC1CCCC1. As a reaction SMILES: [CH:14]1([I:19])[CH2:15][CH2:16][CH2:17][CH2:18]1.[Cl:1][c:2]1[cH:3][c:4]([OH:11])[c:5]([N+:8](=[O:9])[O-:10])[n:6][cH:7]1.[H-:13].[Na+:12].[O:21]=[CH:22][N:23]([CH3:24])[CH3:25].[OH2:20]>>[Cl:1][c:2]1[cH:3][c:4]([O:11][CH:14]2[CH2:15][CH2:16][CH2:17][CH2:18]2)[c:5]([N+:8](=[O:9])[O-:10])[n:6][cH:7]1. Starting materials: C(#N)C=1C(=NNC1N=CN(C)C)OCCO (N′-[4-cyano-3-(2-hydroxyethoxy)-1H-pyrazol-5-yl]-N,N-dimethylimidoformamide), COC=1C=C(N)C=CC1OCC1=CC(=CC=C1)F (3-methoxy-4-[(3-fluorobenzyl)oxy]aniline). Product: FC=1C=C(COC2=C(C=C(C=C2)NC2=C3C(=NC=N2)NN=C3OCCO)OC)C=CC1 (2-{[4-({4-[(3-fluorobenzyl)oxy]-3-methoxyphenyl}amino)-1H-pyrazolo[3,4-d]pyrimidin-3-yl]oxy}ethanol). The yield is 54.0%. RXN SMILES: [C:1]([C:3]1[C:4]([O:13][CH2:14][CH2:15][OH:16])=[N:5][NH:6][C:7]=1[N:8]=[CH:9][N:10](C)C)#[N:2].[CH3:17][O:18][C:19]1[CH:20]=[C:21]([CH:23]=[CH:24][C:25]=1[O:26][CH2:27][C:28]1[CH:33]=[CH:32][CH:31]=[C:30]([F:34])[CH:29]=1)N>>[F:34][C:30]1[CH:29]=[C:28]([CH:33]=[CH:32][CH:31]=1)[CH2:27][O:26][C:25]1[CH:24]=[CH:23][C:21]([NH:2][C:1]2[N:10]=[CH:9][N:8]=[C:7]3[NH:6][N:5]=[C:4]([O:13][CH2:14][CH2:15][OH:16])[C:3]=23)=[CH:20][C:19]=1[O:18][CH3:17]. Reported procedure: The procedure described in Example 1 was repeated using N′-[4-cyano-3-(2-hydroxyethoxy)-1H-pyrazol-5-yl]-N,N-dimethylimidoformamide (2.0 g, 8.96 mmol) and 3-methoxy-4-[(3-fluorobenzyl)oxy]aniline (2.67 g, 10.8 mmol) to give the title compound as a white solid (2.06 g, 54%); NMR Spectrum: 3.79 (t, 2H), 3.80 (s, 3H), 4.31 (t, 2H), 5.12 (s, 2H), 7.03 (d, 1H), 7.18 (m, 2H), 7.29 (m, 2H), 7.35 (d, 1H), 7.45 (q, 1H), 8.22 (s, 1H); Mass Spectrum: 426 (MH+). The product is O=Cc1cccc(OCC2CC2)c1. RXN SMILES: [C:10](=[O:11])([O-:12])[O-:13].[CH3:21][N:22]([CH3:23])[CH:24]=[O:25].[CH:16]1([CH2:19][Cl:20])[CH2:17][CH2:18]1.[K+:14].[K+:15].[OH:1][c:2]1[cH:3][c:4]([CH:5]=[O:6])[cH:7][cH:8][cH:9]1>>[O:1]([c:2]1[cH:3][c:4]([CH:5]=[O:6])[cH:7][cH:8][cH:9]1)[CH2:19][CH:16]1[CH2:17][CH2:18]1. Reactants: O=C([O-])[O-], CN(C)C=O, ClCC1CC1, [K+], [K+], O=Cc1cccc(O)c1. Starting materials: ClC1=CC=C(C=C1)C1(CCCC1)C(=O)Cl (1-(4-Chlorophenyl)cyclopentanecarbonyl chloride), C(CC(=O)OCC)(=O)OCC (diethyl malonate), [Mg] (magnesium), crude product, OS(=O)(=O)O (H2SO4), ice. Run in CCOCC (ether), CCOCC (ether), CCOCC (ether), C(Cl)(Cl)(Cl)Cl (CCl4), CCO (EtOH). Run at time 20 minute. Yields the product ClC=1C=C2C(=C(C(C3(C2=CC1)CCCC3)=O)C(=O)OCC)O (Ethyl 6′-chloro-4′-hydroxy-2′-oxo-spiro[cyclopentane-1,1′-naphthalen]-3′-carboxylate). Isolated yield 67.5%. Reaction SMILES: [C:1](OCC)(=[O:8])[CH2:2][C:3]([O:5][CH2:6][CH3:7])=[O:4].[Mg].[Cl:13][C:14]1[CH:19]=[CH:18][C:17]([C:20]2([C:25](Cl)=[O:26])[CH2:24][CH2:23][CH2:22][CH2:21]2)=[CH:16][CH:15]=1.OS(O)(=O)=O>CCOCC.C(Cl)(Cl)(Cl)Cl.CCO>[Cl:13][C:14]1[CH:19]=[C:18]2[C:17](=[CH:16][CH:15]=1)[C:20]1([CH2:24][CH2:23][CH2:22][CH2:21]1)[C:25](=[O:26])[C:2]([C:3]([O:5][CH2:6][CH3:7])=[O:4])=[C:1]2[OH:8]. Reported procedure: A mixture of diethyl malonate (5.3 g, 33 mmol) and magnesium (0.80 g, 33 mmol) was treated with anhydrous EtOH 10 mL and 0.1 mL CCl4. The mixture was stirred at room temperature for 20 minutes and was then diluted with 50 mL anhydrous ether and refluxed for 1 hour under nitrogen. 1-(4-Chlorophenyl)cyclopentanecarbonyl chloride (7.3 g, 30 mmol) in 20 mL ether was then added dropwise to the above refluxed mixture, and the resulting mixture was refluxed for 20 minutes, M+1=341. The mixture was cool...